From a dataset of the Open Reaction Database (ORD), a public repository of structured organic reaction records. describe an organic reaction: reactants, conditions, products, and yield Reactants: C(C)OC(C1=CC=C(C=O)C=C1)OCC (4-(diethyoxymethyl)benzaldehyde), [BH4-].[Na+] (NaBH4). Run in CO (MeOH). Run at temperature 0 celsius, time 3 hour. Yields the product OCC1=CC=C(C=O)C=C1 (4-(hydroxymethyl)benzaldehyde). Yield: 89.4%. RXN SMILES: C([O:3][CH:4](OCC)[C:5]1[CH:12]=[CH:11][C:8]([CH:9]=[O:10])=[CH:7][CH:6]=1)C.[BH4-].[Na+]>CO>[OH:10][CH2:9][C:8]1[CH:11]=[CH:12][C:5]([CH:4]=[O:3])=[CH:6][CH:7]=1 |f:1.2|. Reported procedure: To a cold (0° C.) solution of 4-(diethyoxymethyl)benzaldehyde (5.2 g, 24 mmol) in MeOH (50 mL) was added NaBH4 (0.93 g, 24 mmol), and the reaction mixture was stirred for 3 hours. The MeOH was removed and the residue was taken up in DCM and diluted with water. The aqueous layer was extracted with DCM (3×50 mL). The combine organic layers were dried, filtered and concentrated. The crude oil was dissolved in MeOH (50 mL) and cooled to 0° C. To this was added 2N HCl (10.0 mL) in ether. The reaction... Reactants: Br, C=CC(=O)OCC, CO, CC(C)=O, O=N[O-], COc1ccc(N)cc1C(=O)NCc1ccc(C(F)(F)F)cc1, [Na+], [Na+], O, O=C([O-])O. Yields the product CCOC(=O)C(Br)Cc1ccc(OC)c(C(=O)NCc2ccc(C(F)(F)F)cc2)c1. As a reaction SMILES: [BrH:24].[C:29]([CH:30]=[CH2:31])(=[O:32])[O:33][CH2:34][CH3:35].[CH3:42][OH:43].[CH3:44][C:45](=[O:46])[CH3:47].[N:25]([O-:26])=[O:27].[NH2:1][c:2]1[cH:3][cH:4][c:5]([O:22][CH3:23])[c:6]([C:7](=[O:8])[NH:9][CH2:10][c:11]2[cH:12][cH:13][c:14]([C:17]([F:18])([F:19])[F:20])[cH:15][cH:16]2)[cH:21]1.[Na+:28].[Na+:36].[OH2:41].[OH:37][C:38](=[O:39])[O-:40]>>[c:2]1([CH2:31][CH:30]([Br:24])[C:29](=[O:32])[O:33][CH2:34][CH3:35])[cH:3][cH:4][c:5]([O:22][CH3:23])[c:6]([C:7](=[O:8])[NH:9][CH2:10][c:11]2[cH:12][cH:13][c:14]([C:17]([F:18])([F:19])[F:20])[cH:15][cH:16]2)[cH:21]1. Starting materials: C(C1=CC=CC=C1)OC(=O)N[C@@H](C(C)C)C(=O)OCC=1N(C2=C(C(=NC=3C=CC=CC23)N)N1)CCCCNS(=O)(=O)C ((4-amino-1-{4-[(methylsulfonyl)amino]butyl}-1H-imidazo[4,5-c]quinolin-2-yl)methyl N-[(benzyloxy)carbonyl]-L-valinate), CO (methanol), C1CCOC1 (THF), Cl (HCl), Cl (HCl). The reagents and catalysts are [Pd] (Pd/C), [Pd] (Pd/C). Run in O (water). Reaction conditions: time 18 hour. Product: N[C@@H](C(C)C)C(=O)OCC=1N(C2=C(C(=NC=3C=CC=CC23)N)N1)CCCCNS(=O)(=O)C ((4-amino-1-{4-[(methylsulfonyl)amino]butyl}-1H-imidazo[4,5-c]quinolin-2-yl)methyl L-valinate). Yield: 42.8%. As a reaction SMILES: C(OC([NH:11][C@H:12]([C:16]([O:18][CH2:19][C:20]1[N:21]([CH2:34][CH2:35][CH2:36][CH2:37][NH:38][S:39]([CH3:42])(=[O:41])=[O:40])[C:22]2[C:31]3[CH:30]=[CH:29][CH:28]=[CH:27][C:26]=3[N:25]=[C:24]([NH2:32])[C:23]=2[N:33]=1)=[O:17])[CH:13]([CH3:15])[CH3:14])=O)C1C=CC=CC=1.CO.C1COCC1.Cl>[Pd].O>[NH2:11][C@H:12]([C:16]([O:18][CH2:19][C:20]1[N:21]([CH2:34][CH2:35][CH2:36][CH2:37][NH:38][S:39]([CH3:42])(=[O:40])=[O:41])[C:22]2[C:31]3[CH:30]=[CH:29][CH:28]=[CH:27][C:26]=3[N:25]=[C:24]([NH2:32])[C:23]=2[N:33]=1)=[O:17])[CH:13]([CH3:15])[CH3:14]. Reported procedure: To a hydrogenation bottle was added (4-amino-1-{4-[(methylsulfonyl)amino]butyl}-1H-imidazo[4,5-c]quinolin-2-yl)methyl N-[(benzyloxy)carbonyl]-L-valinate (1.5 g, 2.5 mmol) followed by a mixture of methanol (30 mL), THF (15 mL) and water (5 mL) and conc HCl (5 mL). To this was added Pd/C (90 mg) and the reaction was hydrogenated at 40 psi (2.8×105 Pa) overnight. To the reaction mixture was added conc. HCl (5 mL) and Pd/C (90 mg) and the reaction was hydrogenated at 40 psi (2.8×105 Pa) for 18 hours...